This data is from the Open Reaction Database (ORD), a public repository of structured organic reaction records. The task is: describe an organic reaction: reactants, conditions, products, and yield The reactants are OC1=C(C=O)C=CC=C1O (2,3-dihydroxybenzaldehyde), [H-].[Na+] (sodium hydride), CI (Methyl iodide). Solvent: CS(=O)C (dimethylsulfoxide). Run at time 1 hour. Yields the product OC=1C(=C(C=O)C=CC1)OC (3-hydroxy-2-methoxybenzaldehyde). As a reaction SMILES: [OH:1][C:2]1[C:9]([OH:10])=[CH:8][CH:7]=[CH:6][C:3]=1[CH:4]=[O:5].[H-].[Na+].[CH3:13]I>CS(C)=O>[OH:10][C:9]1[C:2]([O:1][CH3:13])=[C:3]([CH:6]=[CH:7][CH:8]=1)[CH:4]=[O:5] |f:1.2|. Procedure: To a solution of 2,3-dihydroxybenzaldehyde (20.0 g) in dimethylsulfoxide (80 ml) was added sodium hydride (5.79 g), and the mixture was stirred at room temperature for 1 hr. Methyl iodide (9.0 ml) was added, and the mixture was further stirred at room temperature for 20 hrs. The obtained reaction mixture was partitioned between ethyl acetate (1000 ml) and water (500 ml). The aqueous layer was further extracted with ethyl acetate (1000 ml). The organic layers were combined, washed with saturated ... The reactants are N1CCOCC1 (morpholine), C(=O)(OC(C)(C)C)N[C@@H](CC1=CC2=CC=CC=C2C=C1)C(=O)O (Boc-3-(2-naphthyl)-L-alanine). The product is C(=O)(OC(C)(C)C)N[C@@H](CC1=CC2=CC=CC=C2C=C1)C(=O)N1CCOCC1 (N-[Boc-3-(2-naphthyl)-L-alanyl]morpholine). RXN SMILES: [NH:1]1[CH2:6][CH2:5][O:4][CH2:3][CH2:2]1.[C:7]([NH:14][C@H:15]([C:27](O)=[O:28])[CH2:16][C:17]1[CH:26]=[CH:25][C:24]2[C:19](=[CH:20][CH:21]=[CH:22][CH:23]=2)[CH:18]=1)([O:9][C:10]([CH3:13])([CH3:12])[CH3:11])=[O:8]>>[C:7]([NH:14][C@H:15]([C:27]([N:1]1[CH2:6][CH2:5][O:4][CH2:3][CH2:2]1)=[O:28])[CH2:16][C:17]1[CH:26]=[CH:25][C:24]2[C:19](=[CH:20][CH:21]=[CH:22][CH:23]=2)[CH:18]=1)([O:9][C:10]([CH3:12])([CH3:11])[CH3:13])=[O:8]. Procedure: In substantially the same manner as in Example 5, morpholine (275 μl) was condensed with Boc-3-(2-naphthyl)-L-alanine (900 mg, manufactured by Bachem Fein Chemikalien AG, Switzerland) to give N-[Boc-3-(2-naphthyl)-L-alanyl]morpholine (1.10 g) as a white powder (yield quantitative). After Boc group elimination with trifluoroacetic acid, the product was condensed with (2S,3S)-ethyl hydrogen trans-epoxysuccinate as obtained in Reference Example 8 (312 mg) to yield the title compound (compound 81; 6... Reactants: CCN(C(C)C)C(C)C, O=C(OCc1ccccc1)C1CCCC[NH2+]1, CC#N, CN(C)C=O, [Cl-], O=S(Cl)Cl, COC(=O)c1cccc2nc(S)oc12. Product: COC(=O)c1cccc2nc(N3CCCCC3C(=O)OCc3ccccc3)oc12. Reaction SMILES: [CH2:19]([N:20]([CH:21]([CH3:22])[CH3:23])[CH:24]([CH3:25])[CH3:26])[CH3:27].[CH2:29]([c:30]1[cH:31][cH:32][cH:33][cH:34][cH:35]1)[O:36][C:37](=[O:38])[CH:39]1[NH2+:40][CH2:41][CH2:42][CH2:43][CH2:44]1.[CH3:45][C:46]#[N:47].[CH3:48][N:49]([CH3:50])[CH:51]=[O:52].[Cl-:28].[S:15]([Cl:16])([Cl:17])=[O:18].[SH:1][c:2]1[o:3][c:4]2[c:5]([n:6]1)[cH:7][cH:8][cH:9][c:10]2[C:11](=[O:12])[O:13][CH3:14]>>[c:2]1([N:40]2[CH:39]([C:37]([O:36][CH2:29][c:30]3[cH:31][cH:32][cH:33][cH:34][cH:35]3)=[O:38])[CH2:44][CH2:43][CH2:42][CH2:41]2)[o:3][c:4]2[c:5]([n:6]1)[cH:7][cH:8][cH:9][c:10]2[C:11](=[O:12])[O:13][CH3:14]. The reactants are C[Si](C)(C)CCOCn1nc(-c2cccc(NCc3ccccc3)n2)c2cnc(NCCN3CCOCC3)nc21, ClCCl, O=C(O)C(F)(F)F, [Na+], O=C([O-])O. The product is c1ccc(CNc2cccc(-c3n[nH]c4nc(NCCN5CCOCC5)ncc34)n2)cc1. Reaction SMILES: [CH2:1]([c:2]1[cH:3][cH:4][cH:5][cH:6][cH:7]1)[NH:8][c:9]1[cH:10][cH:11][cH:12][c:13](-[c:15]2[n:16][n:17]([CH2:33][O:34][CH2:35][CH2:36][Si:37]([CH3:38])([CH3:39])[CH3:40])[c:18]3[n:19][c:20]([NH:24][CH2:25][CH2:26][N:27]4[CH2:28][CH2:29][O:30][CH2:31][CH2:32]4)[n:21][cH:22][c:23]23)[n:14]1.[Cl:53][CH2:54][Cl:55].[F:41][C:42]([F:43])([F:44])[C:45]([OH:46])=[O:47].[Na+:52].[O-:48][C:49]([OH:50])=[O:51]>>[CH2:1]([c:2]1[cH:3][cH:4][cH:5][cH:6][cH:7]1)[NH:8][c:9]1[cH:10][cH:11][cH:12][c:13](-[c:15]2[n:16][nH:17][c:18]3[n:19][c:20]([NH:24][CH2:25][CH2:26][N:27]4[CH2:28][CH2:29][O:30][CH2:31][CH2:32]4)[n:21][cH:22][c:23]23)[n:14]1. The reactants are CCN=C=NCCCN(C)C, ClCCl, Cl, O=C(O)c1cccc(C(F)(F)F)c1, NCCNc1nc(Cl)nc2c1ncn2C1CCCC1, O, O, On1nnc2ccccc21. Yields the product O=C(NCCNc1nc(Cl)nc2c1ncn2C1CCCC1)c1cccc(C(F)(F)F)c1. Reaction SMILES: [CH3:32][N:33]([CH3:34])[CH2:35][CH2:36][CH2:37][N:38]=[C:39]=[N:40][CH2:41][CH3:42].[Cl:56][CH2:57][Cl:58].[ClH:31].[F:43][C:44]([c:45]1[cH:46][c:47]([C:48](=[O:49])[OH:50])[cH:51][cH:52][cH:53]1)([F:54])[F:55].[NH2:1][CH2:2][CH2:3][NH:4][c:5]1[c:6]2[n:7][cH:8][n:9]([CH:15]3[CH2:16][CH2:17][CH2:18][CH2:19]3)[c:10]2[n:11][c:12]([Cl:14])[n:13]1.[OH2:20].[OH2:59].[OH:21][n:22]1[c:23]2[cH:24][cH:25][cH:26][cH:27][c:28]2[n:29][n:30]1>>[NH:1]([CH2:2][CH2:3][NH:4][c:5]1[c:6]2[n:7][cH:8][n:9]([CH:15]3[CH2:16][CH2:17][CH2:18][CH2:19]3)[c:10]2[n:11][c:12]([Cl:14])[n:13]1)[C:48]([c:47]1[cH:46][c:45]([C:44]([F:43])([F:54])[F:55])[cH:53][cH:52][cH:51]1)=[O:49].